Dataset: the Open Reaction Database (ORD), a public repository of structured organic reaction records. Task: describe an organic reaction: reactants, conditions, products, and yield Reactants: CC(=O)SC(CC(=O)c1ccc(Cl)cc1)C(=O)O, CCOCC, CCO, NN, O. The product is O=C(CC(S)C(=O)O)c1ccc(Cl)cc1. As a reaction SMILES: [C:1](=[O:2])([CH3:3])[S:4][CH:5]([C:6](=[O:7])[OH:8])[CH2:9][C:10]([c:11]1[cH:12][cH:13][c:14]([Cl:17])[cH:15][cH:16]1)=[O:18].[CH3:22][CH2:23][O:24][CH2:25][CH3:26].[CH3:27][CH2:28][OH:29].[NH2:20][NH2:21].[OH2:19]>>[SH:4][CH:5]([C:6](=[O:7])[OH:8])[CH2:9][C:10]([c:11]1[cH:12][cH:13][c:14]([Cl:17])[cH:15][cH:16]1)=[O:18].